The task is: describe an organic reaction: reactants, conditions, products, and yield. This data is from the Open Reaction Database (ORD), a public repository of structured organic reaction records. The reactants are BrCCCC(C#N)(C(C)C)C1=CC(=C(C=C1)OC)OC (5-Bromo-2-(3,4-dimethoxyphenyl)-2-isopropylpentanenitrile), CNCCC=1C=C(C=CC1)CC(=O)OC (Methyl 2-(3-(2-(methylamino)ethyl)phenyl)acetate). Reaction SMILES: Br[CH2:2][CH2:3][CH2:4][C:5]([C:11]1[CH:16]=[CH:15][C:14]([O:17][CH3:18])=[C:13]([O:19][CH3:20])[CH:12]=1)([CH:8]([CH3:10])[CH3:9])[C:6]#[N:7].[CH3:21][NH:22][CH2:23][CH2:24][C:25]1[CH:26]=[C:27]([CH2:31][C:32]([O:34][CH3:35])=[O:33])[CH:28]=[CH:29][CH:30]=1>>[C:6]([C:5]([C:11]1[CH:16]=[CH:15][C:14]([O:17][CH3:18])=[C:13]([O:19][CH3:20])[CH:12]=1)([CH:8]([CH3:10])[CH3:9])[CH2:4][CH2:3][CH2:2][N:22]([CH3:21])[CH2:23][CH2:24][C:25]1[CH:26]=[C:27]([CH2:31][C:32]([O:34][CH3:35])=[O:33])[CH:28]=[CH:29][CH:30]=1)#[N:7]. Reported procedure: Reaction of 1f with 2o produced 3at. MS found M+H=467. The oxalate salt of 3at was recrystallized from ethyl acetate; mp 77-82° C. Product: C(#N)C(CCCN(CCC=1C=C(C=CC1)CC(=O)OC)C)(C(C)C)C1=CC(=C(C=C1)OC)OC (Methyl 2-(3-(2-((4-cyano-4-(3,4-dimethoxyphenyl)-5-methylhexyl)(methyl)amino)ethyl)phenyl)acetate). Reactants: C1CCNC1, COC(=O)c1cccc(CBr)c1, C1CCOC1. Yields the product COC(=O)c1cccc(CN2CCCC2)c1. As a reaction SMILES: [CH2:1]1[CH2:2][CH2:3][NH:4][CH2:5]1.[CH3:6][O:7][C:8]([c:9]1[cH:10][c:11]([CH2:15][Br:16])[cH:12][cH:13][cH:14]1)=[O:17].[O:18]1[CH2:19][CH2:20][CH2:21][CH2:22]1>>[CH2:1]1[CH2:2][CH2:3][N:4]([CH2:15][c:11]2[cH:10][c:9]([C:8]([O:7][CH3:6])=[O:17])[cH:14][cH:13][cH:12]2)[CH2:5]1. The product is Cl, NC1(c2ccc(-c3nc4n(c3-c3ccccc3)-c3cccnc3Nc3ccccc3-4)cc2)CCC1. Reactants: ClCCl, Cl, C1COCCO1, CC(C)(C)OC(=O)NC1(c2ccc(-c3nc4n(c3-c3ccccc3)-c3cccnc3Nc3ccccc3-4)cc2)CCC1. As a reaction SMILES: [Cl:44][CH2:45][Cl:46].[ClH:43].[O:47]1[CH2:48][CH2:49][O:50][CH2:51][CH2:52]1.[c:1]1(-[c:7]2[c:8](-[c:25]3[cH:26][cH:27][c:28]([C:31]4([NH:35][C:36](=[O:37])[O:38][C:39]([CH3:40])([CH3:41])[CH3:42])[CH2:32][CH2:33][CH2:34]4)[cH:29][cH:30]3)[n:9][c:10]3[n:11]2-[c:12]2[c:13]([n:21][cH:22][cH:23][cH:24]2)[NH:14][c:15]2[c:16]-3[cH:17][cH:18][cH:19][cH:20]2)[cH:2][cH:3][cH:4][cH:5][cH:6]1>>[ClH:43].[c:1]1(-[c:7]2[c:8](-[c:25]3[cH:26][cH:27][c:28]([C:31]4([NH2:35])[CH2:32][CH2:33][CH2:34]4)[cH:29][cH:30]3)[n:9][c:10]3[n:11]2-[c:12]2[c:13]([n:21][cH:22][cH:23][cH:24]2)[NH:14][c:15]2[c:16]-3[cH:17][cH:18][cH:19][cH:20]2)[cH:2][cH:3][cH:4][cH:5][cH:6]1. The reactants are CC1(c2ccc3c(-c4ccc(OC(F)(F)F)cc4)c(OC4CCC(C(C)(C)C)CC4)ccc3c2)COC(=O)N1, CCO, [Li+], [OH-], O. Yields the product CC(N)(CO)c1ccc2c(-c3ccc(OC(F)(F)F)cc3)c(OC3CCC(C(C)(C)C)CC3)ccc2c1. Reaction SMILES: [C:1]([CH3:2])([CH3:3])([CH3:4])[CH:5]1[CH2:6][CH2:7][CH:8]([O:11][c:12]2[c:13](-[c:29]3[cH:30][cH:31][c:32]([O:35][C:36]([F:37])([F:38])[F:39])[cH:33][cH:34]3)[c:14]3[cH:15][cH:16][c:17]([C:22]4([CH3:28])[NH:23][C:24](=[O:27])[O:25][CH2:26]4)[cH:18][c:19]3[cH:20][cH:21]2)[CH2:9][CH2:10]1.[CH3:40][CH2:41][OH:42].[Li+:43].[OH-:44].[OH2:45]>>[C:1]([CH3:2])([CH3:3])([CH3:4])[CH:5]1[CH2:6][CH2:7][CH:8]([O:11][c:12]2[c:13](-[c:29]3[cH:30][cH:31][c:32]([O:35][C:36]([F:37])([F:38])[F:39])[cH:33][cH:34]3)[c:14]3[cH:15][cH:16][c:17]([C:22]([NH2:23])([CH2:26][OH:25])[CH3:28])[cH:18][c:19]3[cH:20][cH:21]2)[CH2:9][CH2:10]1. The reactants are ICI (Diiodomethane), C(C)[Zn]CC (diethylzinc), COCOC=1C=CC(=NC1)C=C(C)C (5-(methoxymethoxy)-2-(2-methylprop-1-enyl)pyridine). Solvent: C1(=CC=CC=C1)C (toluene), C1(=CC=CC=C1)C (toluene). Run at time 40 minute. Product: CC1(C(C1)C1=NC=C(C=C1)OCOC)C (2-(2,2-Dimethylcyclopropyl)-5-(methoxymethoxy)pyridine). Reaction SMILES: ICI.[CH2:4]([Zn]CC)C.[CH3:9][O:10][CH2:11][O:12][C:13]1[CH:14]=[CH:15][C:16]([CH:19]=[C:20]([CH3:22])[CH3:21])=[N:17][CH:18]=1>C1(C)C=CC=CC=1>[CH3:21][C:20]1([CH3:4])[CH2:22][CH:19]1[C:16]1[CH:15]=[CH:14][C:13]([O:12][CH2:11][O:10][CH3:9])=[CH:18][N:17]=1. Procedure details: Diiodomethane (24.8 ml, 308 mmol) was added dropwise to a solution of diethylzinc (200 ml, 220 mmol) 1.1 M in toluene at 0° C. After the addition, the solution was stirred at RT for 40 minutes and then recooled to 0° C. when 5-(methoxymethoxy)-2-(2-methylprop-1-enyl)pyridine (21.3 g, 110 mmol) in toluene (150 mL) was added dropwise through an addition funnel. The reaction was allowed to come to RT and was stirred 12 hrs before being quenched at 0° C. by the addition of a 10:1 saturated ammonium ... Starting materials: O=C1N(C2=CC=C(C=C2C(N1CCCCC(=O)OCC)=O)O)CCCCN1CCC(CC1)OC(C1=CC=CC=C1)C1=CC=CC=C1 (ethyl 2,4-dioxo-1-[4-(4-diphenylmethoxypiperidino)butyl]-6-hydroxy-1,2,3,4-tetrahydroquinazoline-3-valerate), BrCC(=O)OC (methyl bromoacetate). Yields the product ethyl ester, O=C1N(C2=CC=C(C=C2C(N1CCCCC(=O)O)=O)CC(=O)OC)CCCCN1CCC(CC1)OC(C1=CC=CC=C1)C1=CC=CC=C1 (2,4-Dioxo-1-[4-(4-diphenylmethoxypiperidino)butyl]-6-methoxycarbonylmethyl-1,2,3,4-tetrahydroquinazoline-3-valeric acid). Isolated yield 72.2%. Reaction SMILES: [O:1]=[C:2]1[N:11]([CH2:12][CH2:13][CH2:14][CH2:15][C:16]([O:18]CC)=[O:17])[C:10](=[O:21])[C:9]2[C:4](=[CH:5][CH:6]=[C:7](O)[CH:8]=2)[N:3]1[CH2:23][CH2:24][CH2:25][CH2:26][N:27]1[CH2:32][CH2:31][CH:30]([O:33][CH:34]([C:41]2[CH:46]=[CH:45][CH:44]=[CH:43][CH:42]=2)[C:35]2[CH:40]=[CH:39][CH:38]=[CH:37][CH:36]=2)[CH2:29][CH2:28]1.Br[CH2:48][C:49]([O:51][CH3:52])=[O:50]>>[O:1]=[C:2]1[N:11]([CH2:12][CH2:13][CH2:14][CH2:15][C:16]([OH:18])=[O:17])[C:10](=[O:21])[C:9]2[C:4](=[CH:5][CH:6]=[C:7]([CH2:48][C:49]([O:51][CH3:52])=[O:50])[CH:8]=2)[N:3]1[CH2:23][CH2:24][CH2:25][CH2:26][N:27]1[CH2:32][CH2:31][CH:30]([O:33][CH:34]([C:41]2[CH:42]=[CH:43][CH:44]=[CH:45][CH:46]=2)[C:35]2[CH:40]=[CH:39][CH:38]=[CH:37][CH:36]=2)[CH2:29][CH2:28]1. Procedure details: Using the method similar to that in Example 106 and starting from ethyl 2,4-dioxo-1-[4-(4-diphenylmethoxypiperidino)butyl]-6-hydroxy-1,2,3,4-tetrahydroquinazoline-3-valerate (1.31 g, 2.09 mmol) obtained in Example 105, and also using methyl bromoacetate (237 ml, 2.50 mmol) instead of benzyl bromide, the ethyl ester of the title compound (990 mg, 68%) was obtained as an oil. Starting materials: ClC(C(=O)NC1=CC=C(C=C1)C(=O)N1CC=2N(CC3=C1C=CC=C3)C=CC2)C2=CC=CC=C2 (α-chloro-N-[4-(5H-pyrrolo[2,1-c][1,4]benzodiazepin-10(11H)-ylcarbonyl)phenyl]benzeneacetamide), CNC (dimethylamine), CN1C(N(CCC1)C)=O (1,3-dimethyl-3,4,5,6-tetrahydro-2(1H)-pyrimidinone), C(C)(=O)OCC.CCCCCC (ethyl acetate hexane). Run in CO (methanol). Run at time 20 hour. Yields the product CN(C(C(=O)NC1=CC=C(C=C1)C(=O)N1CC=2N(CC3=C1C=CC=C3)C=CC2)C2=CC=CC=C2)C (α-(Dimethylamino)-N-[4-(5H-pyrrolo[2,1-c][1,4]benzodiazepin-10(11H)-ylcarbonyl)phenyl]benzeneacetamide). RXN SMILES: Cl[CH:2]([C:28]1[CH:33]=[CH:32][CH:31]=[CH:30][CH:29]=1)[C:3]([NH:5][C:6]1[CH:11]=[CH:10][C:9]([C:12]([N:14]2[C:20]3[CH:21]=[CH:22][CH:23]=[CH:24][C:19]=3[CH2:18][N:17]3[CH:25]=[CH:26][CH:27]=[C:16]3[CH2:15]2)=[O:13])=[CH:8][CH:7]=1)=[O:4].[CH3:34][NH:35][CH3:36].CN1CCCN(C)C1=O.C(OCC)(=O)C.CCCCCC>CO>[CH3:34][N:35]([CH3:36])[CH:2]([C:28]1[CH:33]=[CH:32][CH:31]=[CH:30][CH:29]=1)[C:3]([NH:5][C:6]1[CH:11]=[CH:10][C:9]([C:12]([N:14]2[C:20]3[CH:21]=[CH:22][CH:23]=[CH:24][C:19]=3[CH2:18][N:17]3[CH:25]=[CH:26][CH:27]=[C:16]3[CH2:15]2)=[O:13])=[CH:8][CH:7]=1)=[O:4] |f:3.4|. Reported procedure: A partial solution of ?? g of α-chloro-N-[4-(5H-pyrrolo[2,1-c][1,4]benzodiazepin-10(11H)-ylcarbonyl)phenyl]benzeneacetamide in 1 ml of methanol is treated with 0.5 ml of dimethylamine and 1 ml of 1,3-dimethyl-3,4,5,6-tetrahydro-2(1H)-pyrimidinone and stirring continued for 20 hours. The methanol is evaporated and the residue diluted with water. The resulting solid is washed with water, dissolved in ethyl acetate and the organic layer washed with saturated NaHCO3, brine and dried with Na2SO4. The... Reactants: FC1=C(C=C(COCCCC[C@H](C(=O)O)N=[N+]=[N-])C=C1)C ((R)-6-(4-fluoro-3-methylbenzyloxy)-2-azidohexanoic acid), ClCCl.CO (dichloromethane methanol). The solvent is C[Si](C)(C)C=[N+]=[N-] (trimethylsilyldiazomethane). Conditions: time 30 minute. The product is FC1=C(C=C(COCCCC[C@H](C(=O)OC)N=[N+]=[N-])C=C1)C ((R)-methyl 6-(4-fluoro-3-methylbenzyloxy)-2-azidohexanoate). Isolated yield 83.0%. As a reaction SMILES: [F:1][C:2]1[CH:20]=[CH:19][C:5]([CH2:6][O:7][CH2:8][CH2:9][CH2:10][CH2:11][C@@H:12]([N:16]=[N+:17]=[N-:18])[C:13]([OH:15])=[O:14])=[CH:4][C:3]=1[CH3:21].Cl[CH2:23]Cl.CO>C[Si](C=[N+]=[N-])(C)C>[F:1][C:2]1[CH:20]=[CH:19][C:5]([CH2:6][O:7][CH2:8][CH2:9][CH2:10][CH2:11][C@@H:12]([N:16]=[N+:17]=[N-:18])[C:13]([O:15][CH3:23])=[O:14])=[CH:4][C:3]=1[CH3:21] |f:1.2|. Reported procedure: To a solution of crude (R)-6-(4-fluoro-3-methylbenzyloxy)-2-azidohexanoic acid (0.163 g, 0.552 mmol) in 10 mL of dichloromethane/methanol (4:1), trimethylsilyldiazomethane was added dropwise until the solution became yellow. After stirred at room temperature under N2 for 30 min, the reaction mixture was concentrated under reduced pressure. The product was isolated by Flash column chromatography (silica gel column) eluting with 0-100% dichloromethane/hexanes to give the title compound as colorles... The reactants are O=C([O-])[O-], CC#N, ClCCN1CCOCC1, Cl, [K+], [K+], COC(=O)c1ccc(O)cc1. Product: COC(=O)c1ccc(OCCN2CCOCC2)cc1. Reaction SMILES: [C:22](=[O:23])([O-:24])[O-:25].[CH3:28][C:29]#[N:30].[Cl:13][CH2:14][CH2:15][N:16]1[CH2:17][CH2:18][O:19][CH2:20][CH2:21]1.[ClH:12].[K+:26].[K+:27].[OH:1][c:2]1[cH:3][cH:4][c:5]([C:6](=[O:7])[O:8][CH3:9])[cH:10][cH:11]1>>[O:1]([c:2]1[cH:3][cH:4][c:5]([C:6](=[O:7])[O:8][CH3:9])[cH:10][cH:11]1)[CH2:14][CH2:15][N:16]1[CH2:17][CH2:18][O:19][CH2:20][CH2:21]1.